This data is from the Open Reaction Database (ORD), a public repository of structured organic reaction records. The task is: describe an organic reaction: reactants, conditions, products, and yield The reactants are NC1=C2C(OCC2=C(C(=C1C\C=C/1\[C@@H](CCCC1)CC(=O)O)OC)C)=O ((E)-2-[2-[2-[4-amino-1,3-dihydro-6-methoxy-7-methyl-3-oxoisobenzofuran-5-yl]ethylidene]cyclohex-1(S)-yl]acetic acid). The solvent is C(C)(C)(C)OC (tert butylmethyl ether). Yields the product NC1=C2C(OCC2=C(C(=C1C/C=C(/C(CC(=O)O)C)\C)OC)C)=O ((E)-6-(4-amino-1,3-dihydro-6-methoxy-7-methyl -3-oxoisobenzofuran-5yl)-3(RS),4-dimethyl-4-hexenoic acid). Reaction SMILES: [NH2:1][C:2]1[C:10]([CH2:11]/[CH:12]=[C:13]2/[C@H:14]([CH2:19][C:20]([OH:22])=[O:21])[CH2:15]CC[CH2:18]/2)=[C:9]([O:23][CH3:24])[C:8]([CH3:25])=[C:7]2[C:3]=1[C:4](=[O:26])[O:5][CH2:6]2>C(OC)(C)(C)C>[NH2:1][C:2]1[C:10]([CH2:11]/[CH:12]=[C:13](\[CH3:18])/[CH:14]([CH3:15])[CH2:19][C:20]([OH:22])=[O:21])=[C:9]([O:23][CH3:24])[C:8]([CH3:25])=[C:7]2[C:3]=1[C:4](=[O:26])[O:5][CH2:6]2. Reported procedure: (E)-2-[2-[2-[4-amino-1,3-dihydro-6-methoxy-7-methyl-3-oxoisobenzofuran-5-yl]ethylidene]cyclohex-1(S)-yl]acetic acid, mp 175°-177° C. (tert butylmethyl ether); and The reactants are C(C(=O)C1=CC=CC=C1)CNC1=C(NC2=CC(=CC(=C12)Cl)Cl)C(=O)OCC (3-[(phenacyl)methylamino]-2-carbethoxy-4,6-dichloroindole), Cl (hydrochloric acid), O.[OH-].[Li+] (lithium hydroxide monohydrate). The solvent is O (water), C(C)(=O)OCC (ethyl acetate), O1CCCC1 (tetrahydrofuran), O (water). Conditions: temperature 50 celsius. Product: C(C(=O)C1=CC=CC=C1)CNC1=C(NC2=CC(=CC(=C12)Cl)Cl)C(=O)O (3-[(Phenacyl)methylamino]-2-carboxy-4,6-dichloroindole). Yield: 81.9%. Reaction SMILES: [CH2:1]([CH2:10][NH:11][C:12]1[C:20]2[C:15](=[CH:16][C:17]([Cl:22])=[CH:18][C:19]=2[Cl:21])[NH:14][C:13]=1[C:23]([O:25]CC)=[O:24])[C:2]([C:4]1[CH:9]=[CH:8][CH:7]=[CH:6][CH:5]=1)=[O:3].O.[OH-].[Li+].Cl>O1CCCC1.O.C(OCC)(=O)C>[CH2:1]([CH2:10][NH:11][C:12]1[C:20]2[C:15](=[CH:16][C:17]([Cl:22])=[CH:18][C:19]=2[Cl:21])[NH:14][C:13]=1[C:23]([OH:25])=[O:24])[C:2]([C:4]1[CH:5]=[CH:6][CH:7]=[CH:8][CH:9]=1)=[O:3] |f:1.2.3|. Procedure details: Dissolve 3-[(phenacyl)methylamino]-2-carbethoxy-4,6-dichloroindole (800 mg, 2.04 mmol) in tetrahydrofuran (5 mL) and water (5 mL). Add lithium hydroxide monohydrate (252 mg, 6 mmol) and stir at room temperature overnight. Warm to 50° C. in an water bath for several hours, dilute with water (10 mL) and ethyl acetate (25 mL). Stir and acidify with 1N hydrochloric acid. Separate the organic phase and dry. Evaporate the solvent in vacuo and recrystallize (ethyl acetate/hexane) to give the title comp... Reactants: C(C(=O)Cl)(=O)Cl (Oxalyl chloride), CC(C)(C)C=1C=C(C=C(C1O)C(C)(C)C)SCC(CSCC(=O)O)O ([[3-[[3,5-bis(1,1-dimethylethyl)-4-hydroxyphenyl]thio]-2-hydroxypropyl]thio]acetic acid), reduced and methyl alcohol. The solvent is C1=CC=CC=C1 (benzene). Reaction conditions: time 3 hour. Product: COC(CSCC(CSC1=CC(=C(C(=C1)C(C)(C)C)O)C(C)(C)C)O)=O (methyl[[3-[[3,5-bis(1,1-dimethylethyl)-4-hydroxyphenyl]thio]-2-hydroxypropyl]thio]acetate). As a reaction SMILES: [C:1](Cl)(=O)C(Cl)=O.[CH3:7][C:8]([C:11]1[CH:12]=[C:13]([S:22][CH2:23][CH:24]([OH:31])[CH2:25][S:26][CH2:27][C:28]([OH:30])=[O:29])[CH:14]=[C:15]([C:18]([CH3:21])([CH3:20])[CH3:19])[C:16]=1[OH:17])([CH3:10])[CH3:9]>C1C=CC=CC=1>[CH3:1][O:29][C:28](=[O:30])[CH2:27][S:26][CH2:25][CH:24]([OH:31])[CH2:23][S:22][C:13]1[CH:12]=[C:11]([C:8]([CH3:7])([CH3:9])[CH3:10])[C:16]([OH:17])=[C:15]([C:18]([CH3:19])([CH3:20])[CH3:21])[CH:14]=1. Procedure: Oxalyl chloride (3 ml) was added to a solution of the compound of Example 41 (2.3 g) in benzene (50 ml) and stirred for 3 hours at room temperature. The reaction volume was reduced and methyl alcohol (100 ml) added. After evaporation of the solvents, the product (an oil) was purified by chromatography on silica. Reactants: C(C)N(CCNC1=NC(=CC=C1)F)CCNC(=O)C1=NC2=CC=C(C=C2N=C1)I (N-[2-[N-ethyl-N-[2-[(6-fluoropyridin-2-yl)amino]ethyl]amino]ethyl]-6-iodoquinoxaline-2-carboxamide), Cl.Cl.C(C)N(CCOC=1C(=NC=CC1)F)CCNC(=O)C1=NC2=CC=C(C=C2N=C1)I (N-[2-[N-ethyl-N-[2-(2-fluoropyridin-3-yloxy)ethyl]amino]ethyl]-6-iodoquinoxaline-2-carboxamide dihydrochloride salt). Yields the product Cl.Cl.C(C)N(CCNC1=NC(=CC=C1)F)CCNC(=O)C1=NC2=CC=C(C=C2N=C1)I (N-[2-[N-ethyl-N-[2-[(6-fluoropyridin-2-yl)amino]ethyl]amino]ethyl]-6-iodoquinoxaline-2-carboxamide dihydrochloride salt). Yield: 80.0%. RXN SMILES: [CH2:1]([N:3]([CH2:14][CH2:15][NH:16][C:17]([C:19]1[CH:28]=[N:27][C:26]2[C:21](=[CH:22][CH:23]=[C:24]([I:29])[CH:25]=2)[N:20]=1)=[O:18])[CH2:4][CH2:5][NH:6][C:7]1[CH:12]=[CH:11][CH:10]=[C:9]([F:13])[N:8]=1)[CH3:2].[ClH:30].Cl.C(N(CCNC(C1C=NC2C(=CC=C(I)C=2)N=1)=O)CCOC1C(F)=NC=CC=1)C>>[ClH:30].[ClH:30].[CH2:1]([N:3]([CH2:14][CH2:15][NH:16][C:17]([C:19]1[CH:28]=[N:27][C:26]2[C:21](=[CH:22][CH:23]=[C:24]([I:29])[CH:25]=2)[N:20]=1)=[O:18])[CH2:4][CH2:5][NH:6][C:7]1[CH:12]=[CH:11][CH:10]=[C:9]([F:13])[N:8]=1)[CH3:2] |f:1.2.3,4.5.6|. Procedure details: This compound was prepared, starting from compound 16 (251 mg, 0.49 mmol), according to the procedure developed for compound 11 to give compound 17 (231 mg, 0.40 mmol) as a very hygroscopic yellow solid. Yield 80%; mp 99-101° C. (dec.); IR (KBr) ν 1163, 1225, 1421, 1474, 1522, 1622, 1670, 2500-2800, 2850-3000, 3100-3600 cm−1; 1H NMR (400 MHz, DMSO-d6) δ 1.28 (t, 3H, J=7.0 Hz), 3.33 (q, 2H, J=6.6 Hz), 3.62 (m, 2H), 3.80 (m, 6H), 6.12 (dd, 1H, J=2.0, 8.0 Hz), 6.40 (dd, 1H, J=2.0, 8.0 Hz), 7.30 (se... The reactants are ice water, OC=1C=C2COC(C2=CC1O)=O (5,6-dihydroxy-3H-isobenzofuran-1-one), [N+](=O)(O)[O-] (nitric acid). Solvent: S(O)(O)(=O)=O (sulfuric acid), S(O)(O)(=O)=O (sulfuric acid). Product: OC=1C=C2COC(C2=C(C1O)[N+](=O)[O-])=O (5,6-Dihydroxy-7-nitro-3H-isobenzofuran-1-one). Reaction SMILES: [OH:1][C:2]1[CH:3]=[C:4]2[C:8](=[CH:9][C:10]=1[OH:11])[C:7](=[O:12])[O:6][CH2:5]2.[N+:13]([O-])([OH:15])=[O:14]>S(=O)(=O)(O)O>[OH:1][C:2]1[CH:3]=[C:4]2[C:8](=[C:9]([N+:13]([O-:15])=[O:14])[C:10]=1[OH:11])[C:7](=[O:12])[O:6][CH2:5]2. Procedure details: To a solution of 5,6-dihydroxy-3H-isobenzofuran-1-one (0.4 g) in sulfuric acid at −30° C. was added 5 M nitric acid in sulfuric acid (0.55 ml). The reaction mixture was let to warm up to room temperature and then poured into ice water. The product was filtered and recrystallized from acetic acid. Product: NC1=NC=C(C=N1)C1=CC2=C(N(C(=N2)C=2C=C(C=CC2N2N=CN=C2)C(C)(C)O)C(C)(C)C)C=C1 (2-{3-[5-(2-Amino-pyrimidin-5-yl)-1-tert-butyl-1H-benzoimidazol-2-yl]-4-[1,2,4]triazol-1-yl-phenyl}-propan-2-ol). The reagents and catalysts are C=1C=CC(=CC1)[P](C=2C=CC=CC2)(C=3C=CC=CC3)[Pd]([P](C=4C=CC=CC4)(C=5C=CC=CC5)C=6C=CC=CC6)([P](C=7C=CC=CC7)(C=8C=CC=CC8)C=9C=CC=CC9)[P](C=1C=CC=CC1)(C=1C=CC=CC1)C=1C=CC=CC1 (tetrakis(triphenylphosphine)palladium(0)). Isolated yield 69.0%. Starting materials: NC1=NC=C(C=N1)B1OC(C)(C)C(C)(C)O1 (2-aminopyrimidine-5-boronic acid pinacol ester), C(=O)([O-])[O-].[Na+].[Na+] (Na2CO3), BrC1=CC2=C(N(C(=N2)C=2C=C(C=CC2N2N=CN=C2)C(C)(C)O)C(C)(C)C)C=C1 (2-[3-(5-bromo-1-tert-butyl-1H-benzoimidazol-2-yl)-4-[1,2,4]triazol-1-yl-phenyl]propan-2-ol). The solvent is CCOC(=O)C (EtOAc), CN(C)C=O (DMF). Reaction conditions: temperature 110 celsius. RXN SMILES: Br[C:2]1[CH:29]=[CH:28][C:5]2[N:6]([C:24]([CH3:27])([CH3:26])[CH3:25])[C:7]([C:9]3[CH:10]=[C:11]([C:20]([OH:23])([CH3:22])[CH3:21])[CH:12]=[CH:13][C:14]=3[N:15]3[CH:19]=[N:18][CH:17]=[N:16]3)=[N:8][C:4]=2[CH:3]=1.[NH2:30][C:31]1[N:36]=[CH:35][C:34](B2OC(C)(C)C(C)(C)O2)=[CH:33][N:32]=1.C([O-])([O-])=O.[Na+].[Na+]>CN(C=O)C.CCOC(C)=O.C1C=CC([P]([Pd]([P](C2C=CC=CC=2)(C2C=CC=CC=2)C2C=CC=CC=2)([P](C2C=CC=CC=2)(C2C=CC=CC=2)C2C=CC=CC=2)[P](C2C=CC=CC=2)(C2C=CC=CC=2)C2C=CC=CC=2)(C2C=CC=CC=2)C2C=CC=CC=2)=CC=1>[NH2:30][C:31]1[N:36]=[CH:35][C:34]([C:2]2[CH:29]=[CH:28][C:5]3[N:6]([C:24]([CH3:26])([CH3:25])[CH3:27])[C:7]([C:9]4[CH:10]=[C:11]([C:20]([OH:23])([CH3:22])[CH3:21])[CH:12]=[CH:13][C:14]=4[N:15]4[CH:19]=[N:18][CH:17]=[N:16]4)=[N:8][C:4]=3[CH:3]=2)=[CH:33][N:32]=1 |f:2.3.4,^1:66,68,87,106|. Procedure details: To a sealed vial is added 2-[3-(5-bromo-1-tert-butyl-1H-benzoimidazol-2-yl)-4-[1,2,4]triazol-1-yl-phenyl]propan-2-ol (60 mg, 0.13 mmol) in DMF (2 mL), followed by the addition of 2-aminopyrimidine-5-boronic acid pinacol ester (35 mg, 0.16 mmol), tetrakis(triphenylphosphine)palladium(0) (15 mg, 0.013 mmol) and 2M aqueous Na2CO3 (0.3 mL, 0.6 mmol). The reaction mixture is heated under Ar at 110° C. for 2 hours. The residue is diluted with EtOAc (20 mL), washed with brine (10 mL), dried under anhyd... The reactants are COC=1C=C2C(=CC=NC2=CC1)C(CC[C@H]1[C@H](CNCC1)C(=O)OC)=O (methyl (3R,4R)-4-[3-(6-methoxyquinolin-4-yl)-3-oxopropyl]piperidine-3-carboxylate), C1=CC(=CC(=C1)SCCCl)F (2-(3-fluorophenylthio)ethyl-1-chloride), C([O-])([O-])=O.[K+].[K+] (potassium carbonate), [I-].[K+] (potassium iodide). Solvent: C(C)#N (acetonitrile). Conditions: temperature 65 celsius. Yields the product FC=1C=C(C=CC1)SCCN1C[C@@H]([C@@H](CC1)CCC(=O)C1=CC=NC2=CC=C(C=C12)OC)C(=O)OC (methyl (3R,4R)-1-[2-(3-fluorophenylthio)ethyl]-4-[3-(6-methoxyquinolin-4-yl)-3-oxopropyl]piperidine-3-carboxylate). Yield: 22.9%. RXN SMILES: [CH3:1][O:2][C:3]1[CH:4]=[C:5]2[C:10](=[CH:11][CH:12]=1)[N:9]=[CH:8][CH:7]=[C:6]2[C:13](=[O:26])[CH2:14][CH2:15][C@@H:16]1[CH2:21][CH2:20][NH:19][CH2:18][C@@H:17]1[C:22]([O:24][CH3:25])=[O:23].[CH:27]1[CH:32]=[C:31]([S:33][CH2:34][CH2:35]Cl)[CH:30]=[C:29]([F:37])[CH:28]=1.C(=O)([O-])[O-].[K+].[K+].[I-].[K+]>C(#N)C>[F:37][C:29]1[CH:30]=[C:31]([S:33][CH2:34][CH2:35][N:19]2[CH2:20][CH2:21][C@@H:16]([CH2:15][CH2:14][C:13]([C:6]3[C:5]4[C:10](=[CH:11][CH:12]=[C:3]([O:2][CH3:1])[CH:4]=4)[N:9]=[CH:8][CH:7]=3)=[O:26])[C@@H:17]([C:22]([O:24][CH3:25])=[O:23])[CH2:18]2)[CH:32]=[CH:27][CH:28]=1 |f:2.3.4,5.6|. Procedure: A mixture of 6.44 g of methyl (3R,4R)-4-[3-(6-methoxyquinolin-4-yl)-3-oxopropyl]piperidine-3-carboxylate in 100 cm3 of acetonitrile, 3.43 g of 2-(3-fluorophenylthio)ethyl-1-chloride, 8.85 g of potassium carbonate, and 1.24 g of potassium iodide was heated at a temperature in the region of 65° C. for 48 hours. After cooling, the insoluble material was filtered off. The filtrate was concentrated under reduced pressure (5 kPa) at a temperature in the region of 40° C. The oily residue was purified b... Starting materials: C(C)(C)(C)OC(NC(\C=C\C1=CC(=C(C=C1)N1S(NC(C1)=O)(=O)=O)OCC1=CC=CC=C1)(C)C)=O ({(E)-3-[3-benzyloxy-4-(1,1,4-trioxo-1,2,5-thiadiazolidin-2-yl)-phenyl]-1,1-dimethylallyl}-carbamic acid tert-butyl ester). Reagents/catalysts: [Pd] (Pd/C). The solvent is C(C)O (ethanol). Yields the product C(C)(C)(C)OC(NC(CCC1=CC(=C(C=C1)N1S(NC(C1)=O)(=O)=O)O)(C)C)=O ({3-[3-Hydroxy-4-(1,1,4-trioxo-1,2,5-thiadiazolidin-2-yl)-phenyl]-1,1-dimethylpropyl}-carbamic Acid Tert-butyl Ester). Reaction SMILES: [C:1]([O:5][C:6](=[O:35])[NH:7][C:8]([CH3:34])([CH3:33])/[CH:9]=[CH:10]/[C:11]1[CH:16]=[CH:15][C:14]([N:17]2[CH2:21][C:20](=[O:22])[NH:19][S:18]2(=[O:24])=[O:23])=[C:13]([O:25]CC2C=CC=CC=2)[CH:12]=1)([CH3:4])([CH3:3])[CH3:2]>C(O)C.[Pd]>[C:1]([O:5][C:6](=[O:35])[NH:7][C:8]([CH3:34])([CH3:33])[CH2:9][CH2:10][C:11]1[CH:16]=[CH:15][C:14]([N:17]2[CH2:21][C:20](=[O:22])[NH:19][S:18]2(=[O:24])=[O:23])=[C:13]([OH:25])[CH:12]=1)([CH3:4])([CH3:2])[CH3:3]. Procedure details: A solution of {(E)-3-[3-benzyloxy-4-(1,1,4-trioxo-1,2,5-thiadiazolidin-2-yl)-phenyl]-1,1-dimethylallyl}-carbamic acid tert-butyl ester (105 mg, 0.2 mmol) in ethanol (5 mL) is hydrogenated over 10% Pd/C at 1 atm for 18 h. The catalyst is removed by filtration through Celite and the solvent is removed under reduced pressure to give the title compound. It is converted to a potassium salt by addition of 1 equivalent of KHCO3. 1H NMR (400 MHz, MeOD) δ ppm 1.17 (s, 6 H) 1.34 (s, 9 H) 1.77-1.87 (m, 2 H...